This data is from the Open Reaction Database (ORD), a public repository of structured organic reaction records. The task is: describe an organic reaction: reactants, conditions, products, and yield Reactants: O(C1=CC=CC=C1)C=1C=C(C=CC1)C12OCC(CC1)(CC2)CCCCO (4-(1-(3-phenoxyphenyl)-2-oxabicyclo[2.2.2]octan-4-yl)butan-1-ol), CC(=O)OI1(C=2C=CC=CC2C(=O)O1)(OC(=O)C)OC(=O)C (Dess-Martin periodinane), C(=O)(O)[O-].[Na+].[O-]S(=O)(=S)[O-].[Na+].[Na+] (NaHCO3 Na2S2O3). Solvent: C(Cl)Cl (DCM). Conditions: time 2 hour. The product is O(C1=CC=CC=C1)C=1C=C(C=CC1)C12OCC(CC1)(CC2)CCCC=O (4-(1-(3-Phenoxyphenyl)-2-oxabicyclo[2.2.2]octan-4-yl)butanal). Yield: 80.4%. RXN SMILES: [O:1]([C:8]1[CH:9]=[C:10]([C:14]23[CH2:21][CH2:20][C:17]([CH2:22][CH2:23][CH2:24][CH2:25][OH:26])([CH2:18][CH2:19]2)[CH2:16][O:15]3)[CH:11]=[CH:12][CH:13]=1)[C:2]1[CH:7]=[CH:6][CH:5]=[CH:4][CH:3]=1.CC(OI1(OC(C)=O)(OC(C)=O)OC(=O)C2C=CC=CC1=2)=O.C([O-])(O)=O.[Na+].[O-]S([O-])(=S)=O.[Na+].[Na+]>C(Cl)Cl>[O:1]([C:8]1[CH:9]=[C:10]([C:14]23[CH2:21][CH2:20][C:17]([CH2:22][CH2:23][CH2:24][CH:25]=[O:26])([CH2:18][CH2:19]2)[CH2:16][O:15]3)[CH:11]=[CH:12][CH:13]=1)[C:2]1[CH:7]=[CH:6][CH:5]=[CH:4][CH:3]=1 |f:2.3.4.5.6|. Procedure details: To a 0° C. solution of 4-(1-(3-phenoxyphenyl)-2-oxabicyclo[2.2.2]octan-4-yl)butan-1-ol (150 mg, 0.426 mmol) in DCM (3 mL) was added Dess-Martin periodinane (217 mg, 0.511 mmol) over 5 min. The reaction mixture was slowly warmed up to rt and stirred for 2 h. An aq. solution of saturated NaHCO3-Na2S2O3 was added, and the mixture was stirred at rt for 5 min. The organic layer was washed with brine, dried (MgSO4), and concentrated in vacuo. The crude product was purified by flash chromatography (SiO... The solvent is O1CCCC1 (tetrahydrofuran). Reactants: C(C=C)Br (allyl bromide), Cl (HCl), C(CCC)[Li] (n-butyl lithium), C(C)(C)NC(C)C (diisopropylamine), CN(C(CCCCCCCCCCCCCCC)=O)C (N,N-dimethylhexadecanamide). Product: CN(C(C(CCCCCCCCCCCCCC)CC=C)=O)C (N,N-dimethyl-2-allylhexadecanamide). Reaction SMILES: [CH2:1]([Li])[CH2:2][CH2:3]C.C(NC(C)C)(C)C.[CH3:13][N:14]([CH3:32])[C:15](=[O:31])[CH2:16][CH2:17][CH2:18][CH2:19][CH2:20][CH2:21][CH2:22][CH2:23][CH2:24][CH2:25][CH2:26][CH2:27][CH2:28][CH2:29][CH3:30].C(Br)C=C.Cl>O1CCCC1>[CH3:32][N:14]([CH3:13])[C:15](=[O:31])[CH:16]([CH2:3][CH:2]=[CH2:1])[CH2:17][CH2:18][CH2:19][CH2:20][CH2:21][CH2:22][CH2:23][CH2:24][CH2:25][CH2:26][CH2:27][CH2:28][CH2:29][CH3:30]. Reported procedure: To a solution of n-butyl lithium (hexane, 44 mmol) in 120 mL of anhydrous tetrahydrofuran at 0° C., under nitrogen atmosphere it was added 6.2 mL (44 mmol) of diisopropylamine. After 5 min., 10 g (35 mmol) of N,N-dimethylhexadecanamide was added dropwise and the solution was stirred for 1 h at the same temperature. To the solution 3.7 mL (44 mmol) of allyl bromide were added and the mixture was stirred at room temperature for 12 h. Afterwards the solution was poured on water and the resulting mi... Reaction conditions: time 5 minute. Yield: 96.6%. Starting materials: BrC=1C=C2C(CC(OC2=CC1)=O)C1=CC=CC=C1 ((±)-6-bromo-4-phenylchroman-2-one), C(C1=CC=CC=C1)Cl (benzyl chloride), C([O-])([O-])=O.[K+].[K+] (potassium carbonate), [I-].[Na+] (sodium iodide). The solvent is CO (methanol), CC(=O)C (acetone). Yields the product COC(CC(C1=CC=CC=C1)C1=C(C=CC(=C1)Br)OCC1=CC=CC=C1)=O ((±)-3-(2-Benzyloxy-5-bromophenyl)-3-phenylpropionic Acid Methyl Ester). Reaction SMILES: [Br:1][C:2]1[CH:3]=[C:4]2[C:9](=[CH:10][CH:11]=1)[O:8][C:7](=[O:12])[CH2:6][CH:5]2[C:13]1[CH:18]=[CH:17][CH:16]=[CH:15][CH:14]=1.[C:19](=[O:22])([O-])[O-].[K+].[K+].[I-].[Na+].[CH2:27](Cl)[C:28]1[CH:33]=[CH:32][CH:31]=[CH:30][CH:29]=1>CO.CC(C)=O>[CH3:19][O:22][C:7](=[O:12])[CH2:6][CH:5]([C:4]1[CH:3]=[C:2]([Br:1])[CH:11]=[CH:10][C:9]=1[O:8][CH2:27][C:28]1[CH:33]=[CH:32][CH:31]=[CH:30][CH:29]=1)[C:13]1[CH:14]=[CH:15][CH:16]=[CH:17][CH:18]=1 |f:1.2.3,4.5|. Procedure: A suspension consisting of (±)-6-bromo-4-phenylchroman-2-one (85.0 g), anhydrous potassium carbonate (46.7 g), sodium iodide (20.5 g) and benzyl chloride (40.6 g) in methanol (350 ml) and acetone (350 ml) was refluxed for 3 hrs. After evaporation of the solvents the residue was extracted with diethyl ether (2×300 ml) and the extract was washed with water (2×200 ml) and aqueous sodium carbonate. Drying (Na2SO4) and rotoevaporation left 121.8 g (102.1% crude yield) of (±)-3-(2-benzyloxy-5-bromophe... The reactants are NC(=O)c1cc(-c2cccc(F)c2)cc2c(C3CCN(S(=O)(=O)CCCCl)CC3)n[nH]c12, [K+], [K+], O=C([O-])[O-], CN(C)C=O, OC1CCNCC1. The product is NC(=O)c1cc(-c2cccc(F)c2)cc2c(C3CCN(S(=O)(=O)CCCN4CCC(O)CC4)CC3)n[nH]c12. As a reaction SMILES: [Cl:1][CH2:2][CH2:3][CH2:4][S:5](=[O:6])(=[O:7])[N:8]1[CH2:9][CH2:10][CH:11]([c:14]2[n:15][nH:16][c:17]3[c:18]([C:30](=[O:31])[NH2:32])[cH:19][c:20](-[c:23]4[cH:24][c:25]([F:29])[cH:26][cH:27][cH:28]4)[cH:21][c:22]23)[CH2:12][CH2:13]1.[K+:33].[K+:34].[O-:35][C:36]([O-:37])=[O:38].[O:46]=[CH:47][N:48]([CH3:49])[CH3:50].[OH:39][CH:40]1[CH2:41][CH2:42][NH:43][CH2:44][CH2:45]1>>[CH2:2]([CH2:3][CH2:4][S:5](=[O:6])(=[O:7])[N:8]1[CH2:9][CH2:10][CH:11]([c:14]2[n:15][nH:16][c:17]3[c:18]([C:30](=[O:31])[NH2:32])[cH:19][c:20](-[c:23]4[cH:24][c:25]([F:29])[cH:26][cH:27][cH:28]4)[cH:21][c:22]23)[CH2:12][CH2:13]1)[N:43]1[CH2:42][CH2:41][CH:40]([OH:39])[CH2:45][CH2:44]1. Reactants: C([O-])([O-])=O.[K+].[K+] (potassium carbonate), ClC=1C=CC2=C(C(=NO2)OCC2CO2)C1 (5-chloro-3-(2,3-epoxypropoxy)-1,2-benzisoxazole), O (water). Solvent: C(C)#N (acetonitrile). The product is ClC=1C=CC2=C(C(=NO2)OCC(CO)O)C1 (5-Chloro-3-(2,3-dihydroxypropoxy)-1,2-benzisoxazole). Isolated yield 74.2%. RXN SMILES: C(=O)([O-])[O-:2].[K+].[K+].[Cl:7][C:8]1[CH:9]=[CH:10][C:11]2[O:15][N:14]=[C:13]([O:16][CH2:17][CH:18]3[O:20][CH2:19]3)[C:12]=2[CH:21]=1.O>C(#N)C>[Cl:7][C:8]1[CH:9]=[CH:10][C:11]2[O:15][N:14]=[C:13]([O:16][CH2:17][CH:18]([OH:20])[CH2:19][OH:2])[C:12]=2[CH:21]=1 |f:0.1.2|. Procedure details: 256 ml of a 10% w/v aqueous solution of potassium carbonate were added to a suspension of 21.0 g (92.7 mmoles) of 5-chloro-3-(2,3-epoxypropoxy)-1,2-benzisoxazole (prepared according to the method described in Japanese Patent Provisional Publication No. Sho. 52-31070) in 100 ml of acetonitrile, and the mixture was then heated under reflux for 3 hours. At the end of this time, the reaction mixture was cooled by allowing it to stand, and then 500 ml of water were added. The reaction mixture was the... Starting materials: [Br-], [Li]CCCC, CN(CC=CC#CC(C)(C)C)Cc1cccc(C=O)c1, C[P+](c1ccccc1)(c1ccccc1)c1ccccc1, CCCCCC, c1ccccc1. The product is C=Cc1cccc(CN(C)CC=CC#CC(C)(C)C)c1. RXN SMILES: [Br-:32].[CH2:1]([Li:2])[CH2:3][CH2:4][CH3:5].[CH3:12][C:13]([C:14]#[C:15][CH:16]=[CH:17][CH2:18][N:19]([CH3:20])[CH2:21][c:22]1[cH:23][c:24]([CH:25]=[O:26])[cH:27][cH:28][cH:29]1)([CH3:30])[CH3:31].[CH3:33][P+:34]([c:35]1[cH:36][cH:37][cH:38][cH:39][cH:40]1)([c:41]1[cH:42][cH:43][cH:44][cH:45][cH:46]1)[c:47]1[cH:48][cH:49][cH:50][cH:51][cH:52]1.[CH3:6][CH2:7][CH2:8][CH2:9][CH2:10][CH3:11].[cH:53]1[cH:54][cH:55][cH:56][cH:57][cH:58]1>>[CH2:1]=[CH:25][c:24]1[cH:23][c:22]([CH2:21][N:19]([CH2:18][CH:17]=[CH:16][C:15]#[C:14][C:13]([CH3:12])([CH3:30])[CH3:31])[CH3:20])[cH:29][cH:28][cH:27]1. The reactants are C, CCO, CCOC(=O)c1ccc2c(c1)nc(-c1ccc([N+](=O)[O-])cc1)n2C1CCCC1, C1CCOC1, [Pd]. Yields the product CCOC(=O)c1ccc2c(c1)nc(-c1ccc(N)cc1)n2C1CCCC1. As a reaction SMILES: [C:37].[CH2:34]([OH:35])[CH3:36].[CH:1]1([n:6]2[c:7](-[c:20]3[cH:21][cH:22][c:23]([N+:26]([O-:27])=[O:28])[cH:24][cH:25]3)[n:8][c:9]3[c:10]2[cH:11][cH:12][c:13]([C:15](=[O:16])[O:17][CH2:18][CH3:19])[cH:14]3)[CH2:2][CH2:3][CH2:4][CH2:5]1.[O:29]1[CH2:30][CH2:31][CH2:32][CH2:33]1.[Pd:38]>>[CH:1]1([n:6]2[c:7](-[c:20]3[cH:21][cH:22][c:23]([NH2:26])[cH:24][cH:25]3)[n:8][c:9]3[c:10]2[cH:11][cH:12][c:13]([C:15](=[O:16])[O:17][CH2:18][CH3:19])[cH:14]3)[CH2:2][CH2:3][CH2:4][CH2:5]1. The reactants are ClCC1CC(=NO1)CO ((5-(chloromethyl)-4,5-dihydroisoxazol-3-yl)methanol), [H-].[Na+] (sodium hydride), CI (methyl iodide). Solvent: C1CCOC1 (THF). Reaction conditions: time 15 minute. Product: COCC1=NOC2CC12 (4-(Methoxymethyl)-2-oxa-3-azabicyclo[3.1.0]hex-3-ene). RXN SMILES: Cl[CH2:2][CH:3]1[O:7][N:6]=[C:5]([CH2:8][OH:9])[CH2:4]1.[H-].[Na+].[CH3:12]I>C1COCC1>[CH3:12][O:9][CH2:8][C:5]1[CH:4]2[CH:3]([CH2:2]2)[O:7][N:6]=1 |f:1.2|. Procedure: To a solution of (5-(chloromethyl)-4,5-dihydroisoxazol-3-yl)methanol (6c rac, 2.2 g, 14.71 mmol) in THF (40 mL) was added sodium hydride (60% dispersion in mineral oil, 0.372 ml, 17.65 mmol). The resulting mixture was stirred for 15 min followed by dropwise addition of methyl iodide (1.005 ml, 16.18 mmol). After 15 min, the reaction mixture was carefully quenched with aqueous saturated ammoniumchloride solution and diluted with water. The phases were separated and the aqueous phase was extracted...